Dataset: the Open Reaction Database (ORD), a public repository of structured organic reaction records. Task: describe an organic reaction: reactants, conditions, products, and yield The reactants are CNS(=O)(=O)C1=CC=C(C=C1)NC(C)=O (N-methyl-4-(acetamido)benzenesulfonamide), Cl (hydrochloric acid). The solvent is CO (methanol). Product: CNS(=O)(=O)C1=CC=C(C=C1)N (N-methyl-4-(amino)benzenesulfonamide). Yield: 91.9%. As a reaction SMILES: [CH3:1][NH:2][S:3]([C:6]1[CH:11]=[CH:10][C:9]([NH:12]C(=O)C)=[CH:8][CH:7]=1)(=[O:5])=[O:4].Cl>CO>[CH3:1][NH:2][S:3]([C:6]1[CH:11]=[CH:10][C:9]([NH2:12])=[CH:8][CH:7]=1)(=[O:4])=[O:5]. Procedure details: The acetamide (1.6 g) was dissolved in methanol (5 ml) and refluxed, with an addition of 4N hydrochloric acid (7 ml), for 1 hour. After an evaporation of methanol under a reduced pressure, the residue was made basic with an addition of 1N sodium hydroxide, and extracted with ethyl acetate (30 ml), followed by drying over anhydrous sodium sulfate. Evaporation of the solvent under a reduced pressure gave N-methyl-4-(amino)benzenesulfonamide (1.2 g) (m.p. 110.9° C.-112° C.).